This data is from the Open Reaction Database (ORD), a public repository of structured organic reaction records. The task is: describe an organic reaction: reactants, conditions, products, and yield Reactants: ClC1=NC2=CC=CC=C2C(=N1)NC1=C(C=CC(=C1)OC)OC ((2-chloro-quinazolin-4-yl)-(2,5-dimethoxy-phenyl)-amine), CI (methyl iodide), example 36. Product: ClC1=NC2=CC=CC=C2C(=N1)N(C)C1=C(C=CC(=C1)OC)OC ((2-Chloro-quinazolin-4-yl)-(2,5-dimethoxy-phenyl)-methyl-amine). As a reaction SMILES: [Cl:1][C:2]1[N:11]=[C:10]([NH:12][C:13]2[CH:18]=[C:17]([O:19][CH3:20])[CH:16]=[CH:15][C:14]=2[O:21][CH3:22])[C:9]2[C:4](=[CH:5][CH:6]=[CH:7][CH:8]=2)[N:3]=1.[CH3:23]I>>[Cl:1][C:2]1[N:11]=[C:10]([N:12]([C:13]2[CH:18]=[C:17]([O:19][CH3:20])[CH:16]=[CH:15][C:14]=2[O:21][CH3:22])[CH3:23])[C:9]2[C:4](=[CH:5][CH:6]=[CH:7][CH:8]=2)[N:3]=1. Reported procedure: The title compound was prepared from (2-chloro-quinazolin-4-yl)-(2,5-dimethoxy-phenyl)-amine and methyl iodide by a procedure similar to example 36 (78% yield). 1H NMR (CDCl3): 7.72-7.75 (m, 1H), 7.56 (ddd, J=8.4, 5.7 and 2.1 Hz, 1H), 6.98-7.00 (m, 2H), 6.92-6.92 (m, 2H), 6.78-6.79 (m, 1H), 3.75 (s, 3H), 3.58 (s, 3H), 3.56 (s, 3H).